This data is from the Open Reaction Database (ORD), a public repository of structured organic reaction records. The task is: describe an organic reaction: reactants, conditions, products, and yield The reactants are FC(S(=O)(=O)OC1=C(C(=O)[O-])C=C(C=C1)OS(=O)(=O)C(F)(F)F)(F)F (2,5bis(trifluoromethanesulfonyloxy)benzoate), C(C)(C)(C)C1=C(C=CC(=C1)OS(=O)(=O)C(F)(F)F)OS(=O)(=O)C(F)(F)F (tert-butyl-1,4-bis(trifluoromethanesulfonyloxy)benzene), OC1=CC=C(C=C1)C(C)(C)C1=CC=C(C=C1)O (bisphenol A). Product: FC(S(=O)(=O)OC1=C(C=C(C=C1)OS(=O)(=O)C(F)(F)F)C1=CC=CC=C1)(F)F (2,5-bis(trifluoromethanesulfonyloxy)biphenyl). RXN SMILES: [F:1][C:2]([F:25])([F:24])[S:3]([O:6][C:7]1[CH:15]=[CH:14][C:13]([O:16][S:17]([C:20]([F:23])([F:22])[F:21])(=[O:19])=[O:18])=[CH:12][C:8]=1[C:9]([O-])=O)(=[O:5])=[O:4].[C:26]([C:30]1C=C(OS(C(F)(F)F)(=O)=O)C=[CH:32][C:31]=1OS(C(F)(F)F)(=O)=O)(C)(C)[CH3:27].OC1C=CC(C(C2C=CC(O)=CC=2)(C)C)=CC=1>>[F:25][C:2]([F:24])([F:1])[S:3]([O:6][C:7]1[CH:15]=[CH:14][C:13]([O:16][S:17]([C:20]([F:23])([F:21])[F:22])(=[O:19])=[O:18])=[CH:12][C:8]=1[C:9]1[CH:32]=[CH:31][CH:30]=[CH:26][CH:27]=1)(=[O:5])=[O:4]. Procedure details: Polymerizations of 2,5bis(trifluoromethanesulfonyloxy)benzoate; 2,-tert-butyl-1,4-bis(trifluoromethanesulfonyloxy)benzene; bisphenol A, and 4,4'dihydroxy-1,1'-bisnapthyl are performed in the manner described in connection with EXAMPLE 6. Starting materials: CC1(C2CC3CC(CC1C3)C2)O (2-methyl-2-adamantanol), C(C(=C)C)(=O)Cl (methacrylic chloride), N1=CC=CC=C1 (pyridine). Run in C1CCOC1 (THF). Yields the product target product, C(C(=C)C)(=O)OC1(C2CC3CC(CC1C3)C2)C (2-methyl-2-adamantyl methacrylate). Yield: 39.0%. As a reaction SMILES: N1C=CC=CC=1.[CH3:7][C:8]1([OH:18])[CH:15]2[CH2:16][CH:11]3[CH2:12][CH:13]([CH2:17][CH:9]1[CH2:10]3)[CH2:14]2.[C:19](Cl)(=[O:23])[C:20]([CH3:22])=[CH2:21]>C1COCC1>[C:19]([O:18][C:8]1([CH3:7])[CH:9]2[CH2:17][CH:13]3[CH2:12][CH:11]([CH2:16][CH:15]1[CH2:14]3)[CH2:10]2)(=[O:23])[C:20]([CH3:22])=[CH2:21]. Procedure: The procedure of Comparative Example 1 was repeated with the proviso that under the cooling conditions, 24 ml of pyridine was slowly dropwise added to a mixture of 22.6 g (0.136 mole) of 2-methyl-2-adamantanol, 130 ml of THF and 26.6 g of methacrylic chloride. The raw product was purified on a column of silica gel to obtain 12.1 g of the target product, i.e., 2-methyl-2-adamantyl methacrylate, (yield: 39.0%). It was confirmed that the product contained a remarkable amount of impurities.